From a dataset of the Open Reaction Database (ORD), a public repository of structured organic reaction records. describe an organic reaction: reactants, conditions, products, and yield The reactants are COC1=C(CN(S(=O)(=O)C2=CC3=C(NC(O3)=O)C=C2)C2=NC=NS2)C=CC(=C1)OC (N-(2,4-dimethoxybenzyl)-2-oxo-N-(1,2,4-thiadiazol-5-yl)-2,3-dihydrobenzo[d]oxazole-6-sulfonamide), C1=NC=CC2=CC=CC(=C12)[C@H](C)O ((S)-1-(isoquinolin-8-yl)ethanol), C1(=CC=CC=C1)P(C1=CC=CC=C1)C1=CC=CC=C1 (triphenylphosphine), N(=N\C(=O)OC(C)(C)C)/C(=O)OC(C)(C)C ((E)-di-tert-butyl diazene-1,2-dicarboxylate). Run in C1CCOC1 (THF). Reaction conditions: temperature 0 celsius, time 2 hour. Product: C1=NC=CC2=CC=CC(=C12)[C@@H](C)N1C(OC2=C1C=CC(=C2)S(=O)(=O)NC2=NC=NS2)=O ((R)-3-(1-(Isoquinolin-8-yl)ethyl)-2-oxo-N-(1,2,4-thiadiazol-5-yl)-2,3-dihydrobenzo[d]oxazole-6-sulfonamide). As a reaction SMILES: COC1C=C(OC)C=CC=1C[N:6]([C:20]1[S:24][N:23]=[CH:22][N:21]=1)[S:7]([C:10]1[CH:19]=[CH:18][C:13]2[NH:14][C:15](=[O:17])[O:16][C:12]=2[CH:11]=1)(=[O:9])=[O:8].[CH:31]1[C:40]2[C:35](=[CH:36][CH:37]=[CH:38][C:39]=2[C@@H:41](O)[CH3:42])[CH:34]=[CH:33][N:32]=1.C1(P(C2C=CC=CC=2)C2C=CC=CC=2)C=CC=CC=1.N(/C(OC(C)(C)C)=O)=N\C(OC(C)(C)C)=O>C1COCC1>[CH:31]1[C:40]2[C:35](=[CH:36][CH:37]=[CH:38][C:39]=2[C@H:41]([N:14]2[C:13]3[CH:18]=[CH:19][C:10]([S:7]([NH:6][C:20]4[S:24][N:23]=[CH:22][N:21]=4)(=[O:8])=[O:9])=[CH:11][C:12]=3[O:16][C:15]2=[O:17])[CH3:42])[CH:34]=[CH:33][N:32]=1. Reported procedure: A solution of N-(2,4-dimethoxybenzyl)-2-oxo-N-(1,2,4-thiadiazol-5-yl)-2,3-dihydrobenzo[d]oxazole-6-sulfonamide (100 mg, 0.214 mmol) and (S)-1-(isoquinolin-8-yl)ethanol (74.3 mg, 0.429 mmol) in THF (1072 μl) at 0° C. was treated with PS-triphenylphosphine (112 mg, 0.429 mmol) (0.233 g resin-bound PPh3, 1.84 mmol PPh3/g of resin), and (E)-di-tert-butyl diazene-1,2-dicarboxylate (99 mg, 0.429 mmol). Reaction mixtured was monitored at 0° C. After stirring at 0° C. for 2 h, the reaction was filtered ... As a reaction SMILES: [ClH:1].Cl.C(NC1CNC1)C.Cl.Cl.C([N:25]1[CH2:28][CH:27]([NH:29][CH:30]2[CH2:32][CH2:31]2)[CH2:26]1)(C1C=CC=CC=1)C1C=CC=CC=1>>[ClH:1].[ClH:1].[CH:30]1([NH:29][CH:27]2[CH2:28][NH:25][CH2:26]2)[CH2:32][CH2:31]1 |f:0.1.2,3.4.5,6.7.8|. Starting materials: Cl.Cl.C(C)NC1CNC1 (3-(ethylamino)azetidine dihydrochloride), Cl.Cl.C(C1=CC=CC=C1)(C1=CC=CC=C1)N1CC(C1)NC1CC1 (1-benzhydryl-3-(cyclopropylamino)azetidine dihydrochloride). Procedure: 3-(Cyclopropylamino)azetidine dihydrochloride was prepared under the conditions described in Example 9 for 3-(ethylamino)azetidine dihydrochloride, but starting with 5.4 g of 1-benzhydryl-3-(cyclopropylamino)azetidine dihydrochloride. 2.25 g of 3-(cyclopropylamino)azetidine dihydrochloride are obtained in the form of a colorless solid, melting point 140° C. Product: Cl.Cl.C1(CC1)NC1CNC1 (3-(cyclopropylamino)azetidine dihydrochloride). The reactants are OCCS[C@@H]1C[C@H]2CC[C@H]3[C@]4(CC[C@@H]([C@@]4(C)CC[C@@H]3[C@]2(CC1)C)C1=COC=C1)O (3β-(2-hydroxyethylthio)-17β-(3-furyl)-5β-androstan-14β-ol), S(=O)(=O)(C1=CC=C(C)C=C1)Cl (tosylchloride), O (water), C(C)(=O)OCC (ethyl acetate). Solvent: N1=CC=CC=C1 (pyridine). The product is S(=O)(=O)(C1=CC=C(C)C=C1)OCCS[C@@H]1C[C@H]2CC[C@H]3[C@]4(CC[C@@H]([C@@]4(C)CC[C@@H]3[C@]2(CC1)C)C1=COC=C1)O (3β-(2-tosyioxyethylthio)-17β-(3-furyl)-5β-androstan-14β-ol). Yield: 97.4%. As a reaction SMILES: [OH:1][CH2:2][CH2:3][S:4][C@H:5]1[CH2:22][CH2:21][C@@:20]2([CH3:23])[C@H:7]([CH2:8][CH2:9][C@@H:10]3[C@@H:19]2[CH2:18][CH2:17][C@@:15]2([CH3:16])[C@:11]3([OH:29])[CH2:12][CH2:13][C@@H:14]2[C:24]2[CH:28]=[CH:27][O:26][CH:25]=2)[CH2:6]1.[S:30](Cl)([C:33]1[CH:39]=[CH:38][C:36]([CH3:37])=[CH:35][CH:34]=1)(=[O:32])=[O:31].O.C(OCC)(=O)C>N1C=CC=CC=1>[S:30]([O:1][CH2:2][CH2:3][S:4][C@H:5]1[CH2:22][CH2:21][C@@:20]2([CH3:23])[C@H:7]([CH2:8][CH2:9][C@@H:10]3[C@@H:19]2[CH2:18][CH2:17][C@@:15]2([CH3:16])[C@:11]3([OH:29])[CH2:12][CH2:13][C@@H:14]2[C:24]2[CH:28]=[CH:27][O:26][CH:25]=2)[CH2:6]1)([C:33]1[CH:39]=[CH:38][C:36]([CH3:37])=[CH:35][CH:34]=1)(=[O:32])=[O:31]. Procedure: To a solution of 0.90 g of 3β-(2-hydroxyethylthio)-17β-(3-furyl)-5β-androstan-14β-ol, in 9 ml of dry pyridine, 0.64 g of tosylchloride were added. After 5 hrs 10 ml of water and 50 ml of ethyl acetate were added. The organic phase was washed with water, dried over anhydrous sodium sulfate to give 1.2 g of 3β-(2-tosyioxyethylthio)-17β-(3-furyl)-5β-androstan-14β-ol as a colourless oil. The reactants are C(C)C1C(CC(C(C(OC(C2CCCCN2C(C(C2(C(CC(C(C(CC(CC(=C1)C)C)OC)O2)OC)C)O)=O)=O)=O)C(=CC2CC(C(CC2)O)OC)C)C)O)=O (17-ethyl-1,14-dihydroxy-12-[2'-(4"-hydroxy-3"-methoxycyclohexyl)-1'-methylvinyl]-23,25-dimethoxy-13,19,21,27-tetramethyl-11,28-dioxa-4-azatricyclo[22.3.1.04,9 ]octacos-18-ene-2,3,10,16-tetraone), ClC(C(OCC=CC1=CC=C(C=C1)Br)=N)(Cl)Cl (p-bromocinnamyl trichloroacetimidate), FC(S(=O)(=O)O)(F)F (Trifluoromethanesulfonic acid). The product is C(C)C1C(CC(C(C(OC(C2CCCCN2C(C(C2(C(CC(C(C(CC(CC(=C1)C)C)OC)O2)OC)C)O)=O)=O)=O)C(=CC2CC(C(CC2)OCC=CC2=CC=C(C=C2)Br)OC)C)C)O)=O (17-Ethyl-1,14-dihydroxy-12-[2'-(4"-p-bromocinnamyloxy-3"-methoxycyclohexyl)-1'-methylvinyl]-23,25-dimethoxy-13,19,21,27-tetramethyl-11,28-dioxa-4-azatricyclo[22.3.1.04,9 ]octacos-18-ene-2,3,10,16-tetraone). As a reaction SMILES: [CH2:1]([CH:3]1[CH:29]=[C:28]([CH3:30])[CH2:27][CH:26]([CH3:31])[CH2:25][CH:24]([O:32][CH3:33])[CH:23]2[O:34][C:19]([OH:38])([CH:20]([CH3:37])[CH2:21][CH:22]2[O:35][CH3:36])[C:18](=[O:39])[C:17](=[O:40])[N:16]2[CH:11]([CH2:12][CH2:13][CH2:14][CH2:15]2)[C:10](=[O:41])[O:9][CH:8]([C:42]([CH3:53])=[CH:43][CH:44]2[CH2:49][CH2:48][CH:47]([OH:50])[CH:46]([O:51][CH3:52])[CH2:45]2)[CH:7]([CH3:54])[CH:6]([OH:55])[CH2:5][C:4]1=[O:56])[CH3:2].ClC(Cl)(Cl)C(=N)O[CH2:61][CH:62]=[CH:63][C:64]1[CH:69]=[CH:68][C:67]([Br:70])=[CH:66][CH:65]=1.FC(F)(F)S(O)(=O)=O>>[CH2:1]([CH:3]1[CH:29]=[C:28]([CH3:30])[CH2:27][CH:26]([CH3:31])[CH2:25][CH:24]([O:32][CH3:33])[CH:23]2[O:34][C:19]([OH:38])([CH:20]([CH3:37])[CH2:21][CH:22]2[O:35][CH3:36])[C:18](=[O:39])[C:17](=[O:40])[N:16]2[CH:11]([CH2:12][CH2:13][CH2:14][CH2:15]2)[C:10](=[O:41])[O:9][CH:8]([C:42]([CH3:53])=[CH:43][CH:44]2[CH2:49][CH2:48][CH:47]([O:50][CH2:61][CH:62]=[CH:63][C:64]3[CH:69]=[CH:68][C:67]([Br:70])=[CH:66][CH:65]=3)[CH:46]([O:51][CH3:52])[CH2:45]2)[CH:7]([CH3:54])[CH:6]([OH:55])[CH2:5][C:4]1=[O:56])[CH3:2]. Procedure details: To a solution of 17-ethyl-1,14-dihydroxy-12-[2'-(4"-hydroxy-3"-methoxycyclohexyl)-1'-methylvinyl]-23,25-dimethoxy-13,19,21,27-tetramethyl-11,28-dioxa-4-azatricyclo[22.3.1.04,9 ]octacos-18-ene-2,3,10,16-tetraone (200 mg in 6 ml 33% methylene chloride in cyclohexane), p-bromocinnamyl trichloroacetimidate (135 μl neat) was added and the reagents allowed to mix for 5 minutes. Trifluoromethanesulfonic acid (7 μl neat) was added slowly via syringe and the mixture stirred at room temperature. After 1 h... The reactants are COC1=CC=C(C=C1)N1N=C(N=C1C1=CC=C(C=C1)OC)O (1,5-bis(4-methoxyphenyl)-1H-1,2,4-triazol-3-ol), Cl.ClCC=1N=CSC1 (4-(chloromethyl)-1,3-thiazole hydrochloride). Product: COC1=CC=C(C=C1)N1N=C(N=C1C1=CC=C(C=C1)OC)OCC=1N=CSC1 (1,5-bis(4-methoxyphenyl)-3-(1,3-thiazol-4-ylmethoxy)-1H-1,2,4-triazole). Yield: 49.7%. Reaction SMILES: [CH3:1][O:2][C:3]1[CH:8]=[CH:7][C:6]([N:9]2[C:13]([C:14]3[CH:19]=[CH:18][C:17]([O:20][CH3:21])=[CH:16][CH:15]=3)=[N:12][C:11]([OH:22])=[N:10]2)=[CH:5][CH:4]=1.Cl.Cl[CH2:25][C:26]1[N:27]=[CH:28][S:29][CH:30]=1>>[CH3:1][O:2][C:3]1[CH:4]=[CH:5][C:6]([N:9]2[C:13]([C:14]3[CH:19]=[CH:18][C:17]([O:20][CH3:21])=[CH:16][CH:15]=3)=[N:12][C:11]([O:22][CH2:25][C:26]3[N:27]=[CH:28][S:29][CH:30]=3)=[N:10]2)=[CH:7][CH:8]=1 |f:1.2|. Procedure: 1,5-bis(4-methoxyphenyl)-3-(1,3-thiazol-4-ylmethoxy)-1H-1,2,4-triazole (132 mg, 49.7% yield) was prepared from 1,5-bis(4-methoxyphenyl)-1H-1,2,4-triazol-3-ol and 4-(chloromethyl)-1,3-thiazole hydrochloride by the similar manner described for Example 18. Yields the product C1(CC1)C1=NOC(=N1)C1CN(CC(C1)C1=CC(=CC=C1)OC(F)(F)F)C(=O)N1CCC(CC1)O ({3-(3-Cyclopropyl-1,2,4-oxadiazol-5-yl)-5-[3-(trifluoromethoxy)phenyl]piperidin-1-yl}(4-hydroxypiperidin-1-yl)methanone). RXN SMILES: [OH:1][CH:2]1[CH2:7][CH2:6][N:5]([C:8]([N:10]2[CH2:15][CH:14]([C:16]3[CH:21]=[CH:20][CH:19]=[C:18]([O:22][C:23]([F:26])([F:25])[F:24])[CH:17]=3)[CH2:13][CH:12]([C:27](O)=[O:28])[CH2:11]2)=[O:9])[CH2:4][CH2:3]1.O[N:31]=[C:32]([CH:34]1[CH2:36][CH2:35]1)[NH2:33]>>[CH:34]1([C:32]2[N:33]=[C:27]([CH:12]3[CH2:13][CH:14]([C:16]4[CH:21]=[CH:20][CH:19]=[C:18]([O:22][C:23]([F:25])([F:24])[F:26])[CH:17]=4)[CH2:15][N:10]([C:8]([N:5]4[CH2:4][CH2:3][CH:2]([OH:1])[CH2:7][CH2:6]4)=[O:9])[CH2:11]3)[O:28][N:31]=2)[CH2:36][CH2:35]1. Procedure: 60 mg (0.14 mmol) of the compound from Example 194A and 22 mg (0.22 mmol) of N′-hydroxycyclopropanecarboximidamide were reacted according to the General Method 2. Yield: 45 mg (64% of theory) Starting materials: OC1CCN(CC1)C(=O)N1CC(CC(C1)C1=CC(=CC=C1)OC(F)(F)F)C(=O)O (1-[(4-Hydroxypiperidin-1-yl)carbonyl]-5-[3-(trifluoromethoxy)phenyl]piperidine-3-carboxylic acid), ON=C(N)C1CC1 (N′-hydroxycyclopropanecarboximidamide). Starting materials: FC(OC1=CC=C(C=C1)[C@@H](CCO)NC(OC(C)(C)C)=O)F ((R)-tert-butyl 1-(4-(difluoromethoxy)phenyl)-3-hydroxypropylcarbamate), TEA, CS(=O)(=O)Cl (MeSO2Cl). Solvent: C(Cl)Cl (DCM), CCOC(=O)C (EtOAc). Run at time 1 hour. Yields the product CS(=O)(=O)OCC[C@H](C1=CC=C(C=C1)OC(F)F)NC(=O)OC(C)(C)C ((R)-3-(tert-butoxycarbonylamino)-3-(4-(difluoromethoxy)phenyl)propyl methanesulfonate). Yield: 100.1%. As a reaction SMILES: [F:1][CH:2]([F:22])[O:3][C:4]1[CH:9]=[CH:8][C:7]([C@H:10]([NH:14][C:15](=[O:21])[O:16][C:17]([CH3:20])([CH3:19])[CH3:18])[CH2:11][CH2:12][OH:13])=[CH:6][CH:5]=1.[CH3:23][S:24](Cl)(=[O:26])=[O:25]>C(Cl)Cl.CCOC(C)=O>[CH3:23][S:24]([O:13][CH2:12][CH2:11][C@@H:10]([NH:14][C:15]([O:16][C:17]([CH3:18])([CH3:19])[CH3:20])=[O:21])[C:7]1[CH:6]=[CH:5][C:4]([O:3][CH:2]([F:22])[F:1])=[CH:9][CH:8]=1)(=[O:26])=[O:25]. Reported procedure: To a stirred solution of 386 (550 mg, 1.73 mmol) in DCM (20 mL) at 0° C. was added TEA (290 μL, 2.08 mmol) and MeSO2Cl (148 μL, 1.91 mmol) and stirring was continued for 1 h at 0° C. The mixture was diluted with EtOAc, washed sequentially with water, dilute HCl solution, aq. satd. NaHCO3 and brine, dried (MgSO4), and concentrated to afford 685 mg (100%) of (R)-3-(tert-butoxycarbonylamino)-3-(4-(difluoromethoxy)phenyl)propyl methanesulfonate (388) containing some of the corresponding chloride. The reactants are COc1ccc(C(=O)CBr)cc1, [H-], CCOC(=O)c1cc([N+](=O)[O-])c[nH]1, [Na+], CN(C)C=O. Yields the product CCOC(=O)c1cc([N+](=O)[O-])cn1CC(=O)c1ccc(OC)cc1. RXN SMILES: [Br:16][CH2:17][C:18](=[O:19])[c:20]1[cH:21][cH:22][c:23]([O:26][CH3:27])[cH:24][cH:25]1.[H-:15].[N+:1](=[O:2])([O-:3])[c:4]1[cH:5][c:6]([C:9](=[O:10])[O:11][CH2:12][CH3:13])[nH:7][cH:8]1.[Na+:14].[O:28]=[CH:29][N:30]([CH3:31])[CH3:32]>>[N+:1](=[O:2])([O-:3])[c:4]1[cH:5][c:6]([C:9](=[O:10])[O:11][CH2:12][CH3:13])[n:7]([CH2:17][C:18](=[O:19])[c:20]2[cH:21][cH:22][c:23]([O:26][CH3:27])[cH:24][cH:25]2)[cH:8]1.